This data is from the Open Reaction Database (ORD), a public repository of structured organic reaction records. The task is: describe an organic reaction: reactants, conditions, products, and yield The reactants are C(C)(C)(C)OC(N[C@@H]1[C@@H](CCCC1)NC=1N=NC(=C(C1)NC1=CC=C(C=C1)C)C(N)=O)=O ([(1S,2R)-2-(6-carbamoyl-5-p-tolylamino-pyridazin-3-ylamino)-cyclohexyl]-carbamic acid tert-butyl ester), C([O-])(O)=O.[Na+] (sodium bicarbonate), FC(C(=O)O)(F)F (Trifluoroacetic acid). The yield is 149.4%. Conditions: temperature 0 celsius, time 4 hour. Procedure details: [(1S,2R)-2-(6-carbamoyl-5-p-tolylamino-pyridazin-3-ylamino)-cyclohexyl]-carbamic acid tert-butyl ester (26 mg, 0.059 mmol) was dissolved in dichloromethane (0.6 mL) then cooled to 0° C. Trifluoroacetic acid (0.27 mL, 3.54 mmol) was added drop-wise then the reaction mixture was warmed to 25° C. After 4 h, the mixture was cooled in an ice bath and neutralized with sodium bicarbonate solution. The mixture was extracted with ethyl acetate, and the combined organic layers washed with brine, dried (so... The solvent is ClCCl (dichloromethane). As a reaction SMILES: C([O:5]C(=O)[NH:7][C@H:8]1[CH2:13][CH2:12][CH2:11][CH2:10][C@H:9]1[NH:14][C:15]1[N:16]=[N:17][C:18]([C:29](=[O:31])[NH2:30])=[C:19]([NH:21][C:22]2[CH:27]=[CH:26][C:25]([CH3:28])=[CH:24][CH:23]=2)[CH:20]=1)(C)(C)C.FC(F)(F)C(O)=O.C(=O)(O)[O-].[Na+]>ClCCl>[NH4+:7].[OH-:5].[NH2:7][C@H:8]1[CH2:13][CH2:12][CH2:11][CH2:10][C@H:9]1[NH:14][C:15]1[N:16]=[N:17][C:18]([C:29]([NH2:30])=[O:31])=[C:19]([NH:21][C:22]2[CH:27]=[CH:26][C:25]([CH3:28])=[CH:24][CH:23]=2)[CH:20]=1 |f:2.3,5.6|. The product is [NH4+].[OH-] (NH4OH), N[C@@H]1[C@@H](CCCC1)NC1=CC(=C(N=N1)C(=O)N)NC1=CC=C(C=C1)C (6-((1R,2S)-2-amino-cyclohexylamino)-4-p-tolylamino-pyridazine-3-carboxylic acid amide). Starting materials: C1(=CC=CC=C1)C(CCN(C(=O)NC=1SC=C(N1)C1=CC=C(C=C1)NS(=O)(=O)C)C(C)C)C1=CC=CC=C1 (1-(3,3-diphenylpropyl)-1-isopropyl-3-(4-(4-(methylsulfonamido)phenyl)thiazol-2-yl)urea), ClN1C(CCC1=O)=O (1-chloropyrrolidine-2,5-dione). Solvent: CN(C)C=O (DMF). Reaction conditions: time 2 day. Yields the product ClC1=C(N=C(S1)NC(N(C(C)C)CCC(C1=CC=CC=C1)C1=CC=CC=C1)=O)C1=CC=C(C=C1)NS(=O)(=O)C (N-(4-(5-chloro-2-(((3,3-diphenylpropyl)(1-methylethyl)carbamoyl)amino)-1,3-thiazol-4-yl)phenyl)methanesulfonamide). RXN SMILES: [C:1]1([CH:7]([C:33]2[CH:38]=[CH:37][CH:36]=[CH:35][CH:34]=2)[CH2:8][CH2:9][N:10]([CH:30]([CH3:32])[CH3:31])[C:11]([NH:13][C:14]2[S:15][CH:16]=[C:17]([C:19]3[CH:24]=[CH:23][C:22]([NH:25][S:26]([CH3:29])(=[O:28])=[O:27])=[CH:21][CH:20]=3)[N:18]=2)=[O:12])[CH:6]=[CH:5][CH:4]=[CH:3][CH:2]=1.[Cl:39]N1C(=O)CCC1=O>CN(C=O)C>[Cl:39][C:16]1[S:15][C:14]([NH:13][C:11](=[O:12])[N:10]([CH2:9][CH2:8][CH:7]([C:1]2[CH:2]=[CH:3][CH:4]=[CH:5][CH:6]=2)[C:33]2[CH:34]=[CH:35][CH:36]=[CH:37][CH:38]=2)[CH:30]([CH3:31])[CH3:32])=[N:18][C:17]=1[C:19]1[CH:24]=[CH:23][C:22]([NH:25][S:26]([CH3:29])(=[O:27])=[O:28])=[CH:21][CH:20]=1. Procedure details: To a solution of 1-(3,3-diphenylpropyl)-1-isopropyl-3-(4-(4-(methylsulfonamido)phenyl)thiazol-2-yl)urea (0.101 g, 0.18 mmol) in DMF (1 mL) at room temperature was added 1-chloropyrrolidine-2,5-dione (0.035 g, 0.26 mmol). The reaction mixture was stirred at room temperature for 2 d. Direct purification by flash column chromatography on silica gel (eluted with 20% to 60% EtOAc in hexanes) gave N-(4-(5-chloro-2-(((3,3-diphenylpropyl)(1-methylethyl)carbamoyl)amino)-1,3-thiazol-4-yl)phenyl)methanesul... The reactants are CN(C)CC1=CC(=C(C(=C1)CN(C)C)O)CN(C)C (DMF 3), OC1=CC=C2CCC(OC2=C1)C(=O)OCC (ethyl 7-hydroxychromane-2-carboxylate), C1(=CC=CC=C1)OC1=CC(=C(C=C1)OCCCBr)CCC (4-(3-bromopropoxy)-3-propylphenyl phenyl ether), C([O-])([O-])=O.[Cs+].[Cs+] (cesium carbonate). Conditions: temperature 70 celsius, time 5 hour. The product is C(CC)C1=C(OCCCOC2=CC=C3CCC(OC3=C2)C(=O)OCC)C=CC(=C1)OC1=CC=CC=C1 (Ethyl 7-(3-(2-propyl-4-phenoxyphenoxy)propoxy)-chromane-2-carboxylate). The yield is 76.0%. As a reaction SMILES: [OH:1][C:2]1[CH:11]=[C:10]2[C:5]([CH2:6][CH2:7][CH:8]([C:12]([O:14][CH2:15][CH3:16])=[O:13])[O:9]2)=[CH:4][CH:3]=1.[C:17]1([O:23][C:24]2[CH:29]=[CH:28][C:27]([O:30][CH2:31][CH2:32][CH2:33]Br)=[C:26]([CH2:35][CH2:36][CH3:37])[CH:25]=2)[CH:22]=[CH:21][CH:20]=[CH:19][CH:18]=1.C(=O)([O-])[O-].[Cs+].[Cs+].CN(CC1C=C(CN(C)C)C(O)=C(CN(C)C)C=1)C>>[CH2:35]([C:26]1[CH:25]=[C:24]([O:23][C:17]2[CH:18]=[CH:19][CH:20]=[CH:21][CH:22]=2)[CH:29]=[CH:28][C:27]=1[O:30][CH2:31][CH2:32][CH2:33][O:1][C:2]1[CH:11]=[C:10]2[C:5]([CH2:6][CH2:7][CH:8]([C:12]([O:14][CH2:15][CH3:16])=[O:13])[O:9]2)=[CH:4][CH:3]=1)[CH2:36][CH3:37] |f:2.3.4|. Procedure: To a 50 ml round-bottom flask were added ethyl 7-hydroxychromane-2-carboxylate (100 mg, 0.45 mmol), 4-(3-bromopropoxy)-3-propylphenyl phenyl ether (U.S. Pat. No. 6,008,237) (188 mg, 0.54 mmol), cesium carbonate (176 mg, 0.54 mmol), and DMF 3 ml. The resulting suspension was stirred at 70° C. for 5 hr. The solvent was removed under reduced pressure. The residue was diluted with AcOEt and water. The organic layer was separated. The aqueous layer was extracted twice with AcOEt. The combined organic... Yields the product OCCSC1(OCCC1)C (2-Hydroxyethylthio-2-methyltetrahydrofuran). Starting materials: C(=O)(O)CSC1(OCCC1)C (2-Carboxymethylthio-2-methyltetrahydrofuran), O (water). Reaction SMILES: [C:1]([CH2:4][S:5][C:6]1([CH3:11])[CH2:10][CH2:9][CH2:8][O:7]1)(O)=[O:2].O>O1CCCC1>[OH:2][CH2:1][CH2:4][S:5][C:6]1([CH3:11])[CH2:10][CH2:9][CH2:8][O:7]1. Solvent: O1CCCC1 (tetrahydrofuran). Run at temperature 0 celsius, time 3 hour. Procedure: To a solution of 2 mmol of 26 in 10 mL of anhydrous tetrahydrofuran (kept at 0° C.) 3 mL of BH3. THF complex (lM) is added slowly. The mixture is stirred for 3 hours in a nitrogen atmosphere at 0° C. Approximately 10 mL of water added slowly and the reaction is stirred for 15 min. The mixture is concentrated in vacuo at 40°-45° C. and the aqueous residue is extracted with ethyl acetate. The organic layer is washed with 10% bicarbonate. The ethyl acetate layer is dried and evaporated to give the ...